This data is from the Open Reaction Database (ORD), a public repository of structured organic reaction records. The task is: describe an organic reaction: reactants, conditions, products, and yield Reactants: [C-]1=CC=CC2=CC=CC=C12.[Li+] (Lithium naphthalenide), C(C1=CC=CC=C1)N1[C@@]2([C@@H](CC[C@H]1[C@@H](C2)S(=O)(=O)C2=CC=CC=C2)O)C2=CC=CC=C2 ((1R*,2R*,5S*,6R*)-8-benzyl-1-phenyl-6-phenylsulphonyl-8-azabicyclo[3.2.1]octan-2-ol). Run in C1CCOC1 (THF). Yields the product C(C1=CC=CC=C1)N1[C@@]2([C@@H](CC[C@H]1CC2)O)C2=CC=CC=C2 ((1R*,2R*,5R*)-8-Benzyl-1-phenyl-8-azabicyclo[3.2.1]octan-2-ol). The yield is 84.5%. RXN SMILES: [C-]1C2C(=CC=CC=2)C=CC=1.[Li+].[CH2:12]([N:19]1[C@@H:24]2[C@H:25](S(C3C=CC=CC=3)(=O)=O)[CH2:26][C@@:20]1([C:37]1[CH:42]=[CH:41][CH:40]=[CH:39][CH:38]=1)[C@H:21]([OH:36])[CH2:22][CH2:23]2)[C:13]1[CH:18]=[CH:17][CH:16]=[CH:15][CH:14]=1>C1COCC1>[CH2:12]([N:19]1[C@@H:24]2[CH2:25][CH2:26][C@@:20]1([C:37]1[CH:42]=[CH:41][CH:40]=[CH:39][CH:38]=1)[C@H:21]([OH:36])[CH2:22][CH2:23]2)[C:13]1[CH:14]=[CH:15][CH:16]=[CH:17][CH:18]=1 |f:0.1|. Procedure: Lithium naphthalenide (200 ml, 0.6M in teterahydrofuran) was added dropwise into a −78° C. solution of (1R*,2R*,5S*,6R*)-8-benzyl-1-phenyl-6-phenylsulphonyl-8-azabicyclo[3.2.1]octan-2-ol (Description 4; 25 g, 57.7 mmol) in THF (350 ml). The mixture was quenched by addition of saturated ammonium chloride and warmed to room temperature The reaction mixture was partitioned between ethyl acetate and saturated ammonium chloride. The organic layer was washed (×2) with water then dried (MgSO4), filtere... Reactants: COc1cc2nccc(Oc3cc(C)c(N)cc3C)c2cc1OC, COc1ccc(N=C=O)cc1, ClC(Cl)Cl. Yields the product COc1ccc(NC(=O)Nc2cc(C)c(Oc3ccnc4cc(OC)c(OC)cc34)cc2C)cc1. RXN SMILES: [CH3:1][O:2][c:3]1[cH:4][c:5]2[c:6]([O:15][c:16]3[cH:17][c:18]([CH3:24])[c:19]([NH2:20])[cH:21][c:22]3[CH3:23])[cH:7][cH:8][n:9][c:10]2[cH:11][c:12]1[O:13][CH3:14].[CH3:25][O:26][c:27]1[cH:28][cH:29][c:30]([N:33]=[C:34]=[O:35])[cH:31][cH:32]1.[CH:36]([Cl:37])([Cl:38])[Cl:39]>>[CH3:1][O:2][c:3]1[cH:4][c:5]2[c:6]([O:15][c:16]3[cH:17][c:18]([CH3:24])[c:19]([NH:20][C:34]([NH:33][c:30]4[cH:29][cH:28][c:27]([O:26][CH3:25])[cH:32][cH:31]4)=[O:35])[cH:21][c:22]3[CH3:23])[cH:7][cH:8][n:9][c:10]2[cH:11][c:12]1[O:13][CH3:14]. Starting materials: C1=CC=CC=2C3=CC=CC=C3C(C12)COC(NC(CCCCNC(OC(C)(C)C)=O)C(=O)OCCCCO[N+](=O)[O-])=O (4-(nitrooxy)butyl 1-(9H-fluoren-9-yl)-13,13-dimethyl-3,11-dioxo-2,12-dioxa-4,10-diazatetradecane-5-carboxylate), N1CCCCC1 (piperidine). The solvent is CC#N (CH3CN). Conditions: time 25 minute. Yields the product N[C@H](C(=O)OCCCCO[N+](=O)[O-])CCCCNC(=O)OC(C)(C)C ((S)-4-(nitrooxy)butyl 2-amino-6-(tert-butoxycarbonylamino)hexanoate). As a reaction SMILES: C1C2C(COC(=O)[NH:17][CH:18]([C:31]([O:33][CH2:34][CH2:35][CH2:36][CH2:37][O:38][N+:39]([O-:41])=[O:40])=[O:32])[CH2:19][CH2:20][CH2:21][CH2:22][NH:23][C:24](=[O:30])[O:25][C:26]([CH3:29])([CH3:28])[CH3:27])C3C(=CC=CC=3)C=2C=CC=1.N1CCCCC1>CC#N>[NH2:17][C@@H:18]([CH2:19][CH2:20][CH2:21][CH2:22][NH:23][C:24]([O:25][C:26]([CH3:29])([CH3:28])[CH3:27])=[O:30])[C:31]([O:33][CH2:34][CH2:35][CH2:36][CH2:37][O:38][N+:39]([O-:41])=[O:40])=[O:32]. Procedure details: To a solution of S)-4-(nitrooxy)butyl 1-(9H-fluoren-9-yl)-13,13-dimethyl-3,11-dioxo-2,12-dioxa-4,10-diazatetradecane-5-carboxylate (2.52 g, 4.30 mmol) in CH3CN (30 ml), piperidine (2.12 ml, 21.5 mmol) was added in the dark, the reaction was stirred at rt for 25 min. Then the mixture was concentrated to a small volume and diluted with EtOAc (150 ml) and washed with 5% aqueous NaHPO4 (2×70 ml). The organic layer was dried over sodium sulphate and concentrated under reduced pressure. The reactants are COc1cccc(-c2c[nH]c(=O)c(C(=O)O)c2)c1, c1ccc2ncccc2c1. Product: COc1cccc(-c2ccc(=O)[nH]c2)c1. As a reaction SMILES: [CH3:1][O:2][c:3]1[cH:4][c:5](-[c:9]2[cH:10][c:11]([C:16]([OH:17])=[O:18])[c:12](=[O:15])[nH:13][cH:14]2)[cH:6][cH:7][cH:8]1.[cH:19]1[cH:20][c:21]2[c:22]([n:23][cH:24][cH:25][cH:26]2)[cH:27][cH:28]1>>[CH3:1][O:2][c:3]1[cH:4][c:5](-[c:9]2[cH:10][cH:11][c:12](=[O:15])[nH:13][cH:14]2)[cH:6][cH:7][cH:8]1. Starting materials: C(C1=CC=CC=C1)OC1=CC=C2[C@@H]([C@@H](COC2=C1)C1=CC=CC=C1)C1=CC=C(C=C1)OCCCCCCN1CCOCC1 ((+,−) cis 7-Benzyloxy-4-[4-(6-morpholinohexyloxy)-phenyl]-3-phenyl-chroman). Reagents/catalysts: [Pd] (palladium on carbon). The solvent is Cl (Hydrochloride), C(C)O (ethanol). Yields the product OC1=CC=C2[C@@H]([C@@H](COC2=C1)C1=CC=CC=C1)C1=CC=C(C=C1)OCCCCCCN1CCOCC1 ((+,−) cis 7-hydroxy-4-[4-(6-morpholinohexyloxy)-phenyl]-3-phenyl-chroman). As a reaction SMILES: C([O:8][C:9]1[CH:18]=[C:17]2[C:12]([C@H:13]([C:25]3[CH:30]=[CH:29][C:28]([O:31][CH2:32][CH2:33][CH2:34][CH2:35][CH2:36][CH2:37][N:38]4[CH2:43][CH2:42][O:41][CH2:40][CH2:39]4)=[CH:27][CH:26]=3)[C@H:14]([C:19]3[CH:24]=[CH:23][CH:22]=[CH:21][CH:20]=3)[CH2:15][O:16]2)=[CH:11][CH:10]=1)C1C=CC=CC=1>Cl.C(O)C.[Pd]>[OH:8][C:9]1[CH:18]=[C:17]2[C:12]([C@H:13]([C:25]3[CH:30]=[CH:29][C:28]([O:31][CH2:32][CH2:33][CH2:34][CH2:35][CH2:36][CH2:37][N:38]4[CH2:39][CH2:40][O:41][CH2:42][CH2:43]4)=[CH:27][CH:26]=3)[C@H:14]([C:19]3[CH:20]=[CH:21][CH:22]=[CH:23][CH:24]=3)[CH2:15][O:16]2)=[CH:11][CH:10]=1. Procedure: (+,−) cis 7-Benzyloxy-4-[4-(6-morpholinohexyloxy)-phenyl]-3-phenyl-chroman (150 mg, 0.26 mmol) was dissolved in a solution of 1% Hydrochloride in ethanol (5 ml). The solution was added to a 10% palladium on carbon catalyst, and hydrogenated (1 atm.) overnight. The reaction mixture was filtered and evaporated to give an oil which solidified. The reactants are CC(C)C[Al+]CC(C)C, COc1ccc2c(c1)CCC1C2CCC2(C)C(O)CCC12, Cc1ccccc1, [H-]. Yields the product CC12CCC3c4ccc(O)cc4CCC3C1CCC2O. RXN SMILES: [CH2:23]([Al+:24][CH2:25][CH:26]([CH3:27])[CH3:28])[CH:29]([CH3:30])[CH3:31].[CH3:1][O:2][c:3]1[cH:4][c:5]2[c:18]([cH:19][cH:20]1)[CH:17]1[CH:8]([CH2:7][CH2:6]2)[CH:9]2[CH2:10][CH2:11][CH:12]([OH:21])[C:13]2([CH3:14])[CH2:15][CH2:16]1.[CH3:32][c:33]1[cH:34][cH:35][cH:36][cH:37][cH:38]1.[H-:22]>>[OH:2][c:3]1[cH:4][c:5]2[c:18]([cH:19][cH:20]1)[CH:17]1[CH:8]([CH2:7][CH2:6]2)[CH:9]2[CH2:10][CH2:11][CH:12]([OH:21])[C:13]2([CH3:14])[CH2:15][CH2:16]1.